From a dataset of the Open Reaction Database (ORD), a public repository of structured organic reaction records. describe an organic reaction: reactants, conditions, products, and yield Starting materials: C(C)[C@@H]1N(CCN(C1)C1COC1)C=1C=CC(=NC1)NC=1C(N(C=C(C1)B1OC(C(O1)(C)C)(C)C)C)=O ((S)-3-(5-(2-Ethyl-4-(oxetan-3-yl)piperazin-1-yl)pyridin-2-ylamino)-1-methyl-5-(4,4,5,5-tetramethyl-1,3,2-dioxaborolan-2-yl)pyridin-2(1H)-one), ClC1=CC=NC(=C1C=O)N1C(C=2C=C3CCCCN3C2CC1)=O (4-Chloro-2-(1-oxo-3,4,6,7,8,9-hexahydropyrido[3,4-b]indolizin-2(1H)-yl)nicotinaldehyde), O (water), C(C)(=O)[O-].[Na+] (sodium acetate). The reagents and catalysts are C1=CC=C(C=C1)P([C-]2C=CC=C2)C3=CC=CC=C3.C1=CC=C(C=C1)P([C-]2C=CC=C2)C3=CC=CC=C3.Cl[Pd]Cl.[Fe+2] (1,1′-bis(diphenylphosphino)ferrocenedichloropalladium(II)). Run in C(C)#N (acetonitrile). Reaction conditions: temperature 100 celsius. Product: C(C)C1N(CCN(C1)C1COC1)C=1C=CC(=NC1)NC1=CC(=CN(C1=O)C)C1=CC=NC(=C1C=O)N1C(C=2C=C3CCCCN3C2CC1)=O (4-(5-(5-(2-Ethyl-4-(oxetan-3-yl)piperazin-1-yl)pyridin-2-ylamino)-1-methyl-6-oxo-1,6-dihydropyridin-3-yl)-2-(1-oxo-3,4,6,7,8,9-hexahydropyrido[3,4-b]indolizin-2(1H)-yl)nicotinaldehyde). Isolated yield 56.6%. RXN SMILES: [CH2:1]([C@H:3]1[CH2:8][N:7]([CH:9]2[CH2:12][O:11][CH2:10]2)[CH2:6][CH2:5][N:4]1[C:13]1[CH:14]=[CH:15][C:16]([NH:19][C:20]2[C:21](=[O:36])[N:22]([CH3:35])[CH:23]=[C:24](B3OC(C)(C)C(C)(C)O3)[CH:25]=2)=[N:17][CH:18]=1)[CH3:2].Cl[C:38]1[C:43]([CH:44]=[O:45])=[C:42]([N:46]2[CH2:58][CH2:57][C:56]3[N:55]4[C:50]([CH2:51][CH2:52][CH2:53][CH2:54]4)=[CH:49][C:48]=3[C:47]2=[O:59])[N:41]=[CH:40][CH:39]=1.O.C([O-])(=O)C.[Na+]>C1C=CC(P(C2C=CC=CC=2)[C-]2C=CC=C2)=CC=1.C1C=CC(P(C2C=CC=CC=2)[C-]2C=CC=C2)=CC=1.Cl[Pd]Cl.[Fe+2].C(#N)C>[CH2:1]([CH:3]1[CH2:8][N:7]([CH:9]2[CH2:10][O:11][CH2:12]2)[CH2:6][CH2:5][N:4]1[C:13]1[CH:14]=[CH:15][C:16]([NH:19][C:20]2[C:21](=[O:36])[N:22]([CH3:35])[CH:23]=[C:24]([C:38]3[C:43]([CH:44]=[O:45])=[C:42]([N:46]4[CH2:58][CH2:57][C:56]5[N:55]6[C:50]([CH2:51][CH2:52][CH2:53][CH2:54]6)=[CH:49][C:48]=5[C:47]4=[O:59])[N:41]=[CH:40][CH:39]=3)[CH:25]=2)=[N:17][CH:18]=1)[CH3:2] |f:3.4,5.6.7.8|. Procedure: A 50-mL round-bottomed flask equipped with a reflux condenser was charged with 161f (200 mg, 0.40 mmol), 4-chloro-2-(1-oxo-3,4,6,7,8,9-hexahydropyrido[3,4-b]indolizin-2(1H)-yl)nicotinaldehyde 139a (132 mg, 0.40 mmol), K3PO43 water (213 mg, 0.80 mmol), sodium acetate (66 mg, 0.80 mmol), 1,1′-bis(diphenylphosphino)ferrocenedichloropalladium(II) (16 mg, 0.020 mmol), and acetonitrile (20 mL). After three cycles of vacuum/N2 flush, the mixture was heated at 100° C. under N2 protection for 2 h. Analys... Starting materials: Cc1ccccc1, COc1ccc(C=O)cc1OC1CCCC1, [Li]c1ccccc1, C1CCOC1, O. Yields the product COc1ccc(C(O)c2ccccc2)cc1OC1CCCC1. Reaction SMILES: [CH3:17][c:18]1[cH:19][cH:20][cH:21][cH:22][cH:23]1.[CH:1]1([O:6][c:7]2[cH:8][c:9]([CH:10]=[O:11])[cH:12][cH:13][c:14]2[O:15][CH3:16])[CH2:2][CH2:3][CH2:4][CH2:5]1.[Li:24][c:25]1[cH:26][cH:27][cH:28][cH:29][cH:30]1.[O:32]1[CH2:33][CH2:34][CH2:35][CH2:36]1.[OH2:31]>>[CH:1]1([O:6][c:7]2[cH:8][c:9]([CH:10]([OH:11])[c:18]3[cH:19][cH:20][cH:21][cH:22][cH:23]3)[cH:12][cH:13][c:14]2[O:15][CH3:16])[CH2:2][CH2:3][CH2:4][CH2:5]1. Starting materials: FC1=CC=C(C=C1)CC=1SC=CC1 (2-(4-fluorophenylmethyl)thiophene), HIO3, II (I2), C(C)(=O)O (acetic acid), S(O)(O)(=O)=O (sulfuric acid). Run in O (H2O), C(C)(=O)OC(C)C (isopropyl acetate). Run at temperature 40 celsius. Product: IC=1SC(=CC1)CC1=CC=C(C=C1)F (2-iodo-5-(4-fluorophenylmethyl)thiophene). Reaction SMILES: [F:1][C:2]1[CH:7]=[CH:6][C:5]([CH2:8][C:9]2[S:10][CH:11]=[CH:12][CH:13]=2)=[CH:4][CH:3]=1.[I:14]I.C(O)(=O)C.S(=O)(=O)(O)O>C(OC(C)C)(=O)C.O>[I:14][C:11]1[S:10][C:9]([CH2:8][C:5]2[CH:4]=[CH:3][C:2]([F:1])=[CH:7][CH:6]=2)=[CH:13][CH:12]=1. Procedure details: A mixture of 2-(4-fluorophenylmethyl)thiophene (15 g, 78 mmol), prepared as in step 1, HIO3 (2.8 g, 16 mmol), I2 (7.9 g, 1.2 mmol), acetic acid (36 mL), concentrated sulfuric acid (1.2 mL), and H2O (9 mL) was heated at 40° C. for 2 hours at which point all starting material was consumed by GC analysis. The reaction mixture was cooled to ambient temperature and H2O (150 mL) and isopropyl acetate (150 mL) were added. The aqueous layer was separated, neutralized with saturated aqueous K2CO3, and ex... The reactants are O=C1CCC(=O)N1Br, ClC(Cl)(Cl)Cl, COC=C(C(=O)OC)c1ccc(Cl)cc1C, CC(C)(C#N)N=NC(C)(C)C#N. Product: COC=C(C(=O)OC)c1ccc(Cl)cc1CBr. RXN SMILES: [Br:29][N:30]1[C:31](=[O:32])[CH2:33][CH2:34][C:35]1=[O:36].[C:37]([Cl:38])([Cl:39])([Cl:40])[Cl:41].[CH3:1][O:2][C:3]([C:4](=[CH:5][O:6][CH3:7])[c:8]1[c:9]([CH3:15])[cH:10][c:11]([Cl:14])[cH:12][cH:13]1)=[O:16].[N:17]#[C:18][C:19]([N:20]=[N:21][C:22]([C:23]#[N:24])([CH3:25])[CH3:26])([CH3:27])[CH3:28]>>[CH3:1][O:2][C:3]([C:4](=[CH:5][O:6][CH3:7])[c:8]1[c:9]([CH2:15][Br:29])[cH:10][c:11]([Cl:14])[cH:12][cH:13]1)=[O:16]. Starting materials: BrC1=CC=C(C2=CC=CC=C12)CC(=O)NC1=CC(=C(C=C1)OC)N1CCN(CC1)C (4-bromo-N-[4-methoxy-3-(4-methyipiperazin-1-yl)phenyl]-1-naphthylacetamide), N1=CC(=CC=C1)B(O)O (3-pyridylboronic acid), Example 4. Product: COC1=C(C=C(C=C1)NC(CC1=CC=C(C2=CC=CC=C12)C=1C=NC=CC1)=O)N1CCN(CC1)C (N-[4-Methoxy-3-(4-methylpiperazin-1-yl)phenyl]-4-(pyridin-3-yl)naphth-1-ylacetamide). RXN SMILES: Br[C:2]1[C:11]2[C:6](=[CH:7][CH:8]=[CH:9][CH:10]=2)[C:5]([CH2:12][C:13]([NH:15][C:16]2[CH:21]=[CH:20][C:19]([O:22][CH3:23])=[C:18]([N:24]3[CH2:29][CH2:28][N:27]([CH3:30])[CH2:26][CH2:25]3)[CH:17]=2)=[O:14])=[CH:4][CH:3]=1.[N:31]1[CH:36]=[CH:35][CH:34]=[C:33](B(O)O)[CH:32]=1>>[CH3:23][O:22][C:19]1[CH:20]=[CH:21][C:16]([NH:15][C:13](=[O:14])[CH2:12][C:5]2[C:6]3[C:11](=[CH:10][CH:9]=[CH:8][CH:7]=3)[C:2]([C:33]3[CH:32]=[N:31][CH:36]=[CH:35][CH:34]=3)=[CH:3][CH:4]=2)=[CH:17][C:18]=1[N:24]1[CH2:29][CH2:28][N:27]([CH3:30])[CH2:26][CH2:25]1. Procedure details: The title compound was prepared from 4-bromo-N-[4-methoxy-3-(4-methyipiperazin-1-yl)phenyl]-1-naphthylacetamide (E9) and 3-pyridylboronic acid using a similar procedure to Example 4 as a white solid (32%). Reactants: O=C([O-])[O-], COc1ccc(CN2C(=O)c3ccccc3C2=O)cc1, [K+], [K+], O, O=C(O)C(F)(F)F. Yields the product COc1ccc(CN2C(=O)c3ccccc3C2=O)cc1C=O. Reaction SMILES: [C:28](=[O:29])([O-:30])[O-:31].[CH3:1][O:2][c:3]1[cH:4][cH:5][c:6]([CH2:7][N:8]2[C:9](=[O:18])[c:10]3[c:11]([cH:14][cH:15][cH:16][cH:17]3)[C:12]2=[O:13])[cH:19][cH:20]1.[K+:32].[K+:33].[OH2:34].[OH:21][C:22]([C:23]([F:24])([F:25])[F:26])=[O:27]>>[CH3:1][O:2][c:3]1[cH:4][cH:5][c:6]([CH2:7][N:8]2[C:9](=[O:18])[c:10]3[c:11]([cH:14][cH:15][cH:16][cH:17]3)[C:12]2=[O:13])[cH:19][c:20]1[CH:22]=[O:21]. The reactants are C(C)(C)C1=NN(C2=NC=CC(=C21)C=2C=NC1=CC=CC=C1C2)C=2C(=C(C#N)C=CC2)NCCN2CCOCC2 ((3-isopropyl-4-(quinolin-3-yl)-1H-pyrazolo[3,4-b]pyridin-1-yl}-2-(2-morpholinoethylamino)benzonitrile), C(C)(C)C1=NN(C2=NC=CC(=C21)C=2C=NC1=CC=CC=C1C2)C2=CC(=C(C#N)C=C2)NCCN2CCOCC2 (4-{3-isopropyl-4-(quinolin-3-yl)-1H-pyrazolo[3,4-b]pyridin-1-yl}-2-(2-morpholinoethylamino)benzonitrile), compound ( 6d ), O1CCN(CC1)CCN (2-morpholinoethylamine). Yields the product C(C)(C)C1=NN(C2=NC=CC(=C21)C=2C=NC1=CC=CC=C1C2)C2=CC(=C(C(=O)N)C=C2)NCCN2CCOCC2 (4-{3-Isopropyl-4-(quinolin-3-yl)-1H-pyrazolo[3,4-b]pyridin-1-yl}-2-(2-morpholinoethylamino)benzamide). Yield: 43.0%. Reaction SMILES: C(C1C2C(=NC=CC=2C2C=NC3C(C=2)=CC=CC=3)N(C2C(NCCN3CC[O:37]CC3)=C(C=CC=2)C#N)N=1)(C)C.O1CCN(CCN)CC1.[CH:49]([C:52]1[C:60]2[C:55](=[N:56][CH:57]=[CH:58][C:59]=2[C:61]2[CH:62]=[N:63][C:64]3[C:69]([CH:70]=2)=[CH:68][CH:67]=[CH:66][CH:65]=3)[N:54]([C:71]2[CH:78]=[CH:77][C:74]([C:75]#[N:76])=[C:73]([NH:79][CH2:80][CH2:81][N:82]3[CH2:87][CH2:86][O:85][CH2:84][CH2:83]3)[CH:72]=2)[N:53]=1)([CH3:51])[CH3:50]>>[CH:49]([C:52]1[C:60]2[C:55](=[N:56][CH:57]=[CH:58][C:59]=2[C:61]2[CH:62]=[N:63][C:64]3[C:69]([CH:70]=2)=[CH:68][CH:67]=[CH:66][CH:65]=3)[N:54]([C:71]2[CH:78]=[CH:77][C:74]([C:75]([NH2:76])=[O:37])=[C:73]([NH:79][CH2:80][CH2:81][N:82]3[CH2:83][CH2:84][O:85][CH2:86][CH2:87]3)[CH:72]=2)[N:53]=1)([CH3:51])[CH3:50]. Procedure: According to Example 1(6), 4-{(3-isopropyl-4-(quinolin-3-yl)-1H-pyrazolo[3,4-b]pyridin-1-yl}-2-(2-morpholinoethylamino)benzonitrile was prepared using compound (6d) instead of compound (1e) and using 2-morpholinoethylamine instead of trans-aminocyclohexanol and was used in the subsequent reaction without being purified. According to Example 1(7), compound (31) (the second stage yield: 43%) was prepared as a white solid using 4-{3-isopropyl-4-(quinolin-3-yl)-1H-pyrazolo[3,4-b]pyridin-1-yl}-2-(2-m...